describe an organic reaction: reactants, conditions, products, and yield From a dataset of the Open Reaction Database (ORD), a public repository of structured organic reaction records. The reactants are ClC=1C(=C(N)C(=CC1)C(F)(F)F)F (3-chloro-2-fluoro-6-(trifluoromethyl)aniline), C(=O)([O-])[O-].[K+].[K+] (K2CO3), ClCC(=O)Cl (2-chloroacetyl chloride). The solvent is C1CCOC1 (THF). Reaction conditions: temperature 0 celsius, time 8 hour. Yields the product ClCC(=O)NC1=C(C(=CC=C1C(F)(F)F)Cl)F (2-Chloro-N-[3-chloro-2-fluoro-6-(trifluoromethyl)phenyl]acetamide). The yield is 85.0%. Reaction SMILES: [Cl:1][C:2]1[C:3]([F:13])=[C:4]([C:6]([C:9]([F:12])([F:11])[F:10])=[CH:7][CH:8]=1)[NH2:5].C([O-])([O-])=O.[K+].[K+].[Cl:20][CH2:21][C:22](Cl)=[O:23]>C1COCC1>[Cl:20][CH2:21][C:22]([NH:5][C:4]1[C:6]([C:9]([F:12])([F:11])[F:10])=[CH:7][CH:8]=[C:2]([Cl:1])[C:3]=1[F:13])=[O:23] |f:1.2.3|. Procedure details: To a solution of 3-chloro-2-fluoro-6-(trifluoromethyl)aniline (250 mg, 1.136 mmol) in THF (2 mL) was added K2CO3 (235 mg, 1.703 mmol). The mixture was cooled to 0° C. and added 2-chloroacetyl chloride (0.099 mL, 1.249 mmol). The ice-water bath was removed and the reaction was allowed to warm to rt. After stirred at rt overnight, The reaction mixture was diluted with ether and water. The organic ether layer was separated and washed with brine, dried over MgSO4, filtered and concentrated to yield ... Reactants: [I].[Na] (sodium iodine), C(C)(C)(C)OC(=O)N[C@H]1CNCC1 ((3R)-3-tert-butoxycarbonylaminopyrrolidine), C(#N)C(CCCO)(C(C)C)C=1SC(=CC1)C#N (4-cyano-4-(5-cyano-2-thienyl)-5-methylhexanol), .of, S(=O)(=O)(C)Cl (mesyl chloride), crude product. Solvent: C(C)N(CC)CC (triethylamine), [Cl-].[Na+].O (brine), [Cl-].[Na+].O (brine), C(C)#N (acetonitrile), C(C)#N (acetonitrile), C(C)N(CC)CC (triethylamine). Reaction conditions: temperature 60 celsius, time 10 minute. The product is C(#N)C(CCCN1C[C@@H](CC1)NC(=O)OC(C)(C)C)(C(C)C)C=1SC(=CC1)C#N (1-[4-cyano-4-(5-cyano-2-thienyl)-5-methylhexyl]-(3R)-3-tert-butoxycarbonylaminopyrrolidine). Isolated yield 92.0%. RXN SMILES: [C:1]([C:3]([C:11]1[S:12][C:13]([C:16]#[N:17])=[CH:14][CH:15]=1)([CH:8]([CH3:10])[CH3:9])[CH2:4][CH2:5][CH2:6]O)#[N:2].S(Cl)(C)(=O)=O.[I].[Na].[C:25]([O:29][C:30]([NH:32][C@@H:33]1[CH2:37][CH2:36][NH:35][CH2:34]1)=[O:31])([CH3:28])([CH3:27])[CH3:26]>C(#N)C.[Cl-].[Na+].O.C(N(CC)CC)C>[C:1]([C:3]([C:11]1[S:12][C:13]([C:16]#[N:17])=[CH:14][CH:15]=1)([CH:8]([CH3:10])[CH3:9])[CH2:4][CH2:5][CH2:6][N:35]1[CH2:36][CH2:37][C@@H:33]([NH:32][C:30]([O:29][C:25]([CH3:28])([CH3:27])[CH3:26])=[O:31])[CH2:34]1)#[N:2] |f:2.3,6.7.8,^1:22,23|. Reported procedure: 867 mg (3.49 mmol) of 4-cyano-4-(5-cyano-2-thienyl)-5-methylhexanol was dissolved in 20 ml of acetonitrile. 0.58 ml (1.20 eq).of triethylamine and 0.30 ml (1.10 eq) of mesyl chloride were added thereto. After 10 minutes, brine was added, and the objective product was extracted with ethylacetate. The organic layer was washed with brine, and then dried over anhydrous magnesium sulfate. The solvent was evaporated, to give a crude product. The product was dissolved in 30 ml of acetonitrile, 1.57 g (... Starting materials: ClC=1C=CC(=C(C1)OC)[N+](=O)[O-] (5-Chloro-2-nitroanisole), [K].SC1=CC=NC=C1 (4-mercaptopyridine potassium salt), SC1=CC=NC=C1 (4-mercaptopyridine), [OH-].[K+] (potassium hydroxide). The solvent is CO (methanol). Run at temperature 110 celsius, time 1 hour. The product is [N+](=O)([O-])C1=CC=C(C=C1OC)SC1=CC=NC=C1 (6-Nitro-3-(pyrid-4-ylthio)anisole). Reaction SMILES: Cl[C:2]1[CH:3]=[CH:4][C:5]([N+:10]([O-:12])=[O:11])=[C:6]([O:8][CH3:9])[CH:7]=1.[K].[SH:14][C:15]1[CH:20]=[CH:19][N:18]=[CH:17][CH:16]=1.SC1C=CN=CC=1.[OH-].[K+]>CO>[N+:10]([C:5]1[C:6]([O:8][CH3:9])=[CH:7][C:2]([S:14][C:15]2[CH:20]=[CH:19][N:18]=[CH:17][CH:16]=2)=[CH:3][CH:4]=1)([O-:12])=[O:11] |f:1.2,4.5,^1:12|. Procedure details: 5-Chloro-2-nitroanisole (9.38 g) was added to a solution of 4-mercaptopyridine potassium salt prepared by adding 4-mercaptopyridine (6.67 g) to a solution of potassium hydroxide (3.37 g) in methanol (30 ml) followed by evaporation of the methanol) and DMF (40 ml). After stirring for 1 hour, the mixture was heated at 110° C. for 4 hours and allowed to stand overnight. The reaction mixture was poured into ice-water (1 liter), stirred for 15 minutes, and the yellow solid was filtered off. The solid... Reactants: O=C([O-])O, CCOC(C)=O, Cl, Cc1cccc2c1N(CC(=O)C(C)(C)C)C(=O)C(NC(=O)OC(C)(C)C)N=C2c1ccccc1F, [Na+]. Yields the product Cc1cccc2c1N(CC(=O)C(C)(C)C)C(=O)C(N)N=C2c1ccccc1F. As a reaction SMILES: [C:37](=[O:38])([OH:39])[O-:40].[CH3:42][CH2:43][O:44][C:45](=[O:46])[CH3:47].[ClH:36].[F:1][c:2]1[c:3]([C:8]2=[N:9][CH:10]([NH:28][C:29]([O:30][C:31]([CH3:32])([CH3:33])[CH3:34])=[O:35])[C:11](=[O:27])[N:12]([CH2:20][C:21](=[O:22])[C:23]([CH3:24])([CH3:25])[CH3:26])[c:13]3[c:14]2[cH:15][cH:16][cH:17][c:18]3[CH3:19])[cH:4][cH:5][cH:6][cH:7]1.[Na+:41]>>[F:1][c:2]1[c:3]([C:8]2=[N:9][CH:10]([NH2:28])[C:11](=[O:27])[N:12]([CH2:20][C:21](=[O:22])[C:23]([CH3:24])([CH3:25])[CH3:26])[c:13]3[c:14]2[cH:15][cH:16][cH:17][c:18]3[CH3:19])[cH:4][cH:5][cH:6][cH:7]1. The reactants are COC1=C(C=CC=C1)SCCCN(C(NC=1SC(=CN1)SC(C(=O)O)(C)C)=O)[C@@H]1CC[C@H](CC1)C (2-{2-[3-[3-(2-methoxy-phenylsulfanyl)-propyl]-3-(trans-4-methyl-cyclohexyl)-ureido]-thiazol-5-ylsulfanyl}-2-methyl-propionic acid), FC=1C=C(C=CC1)S (3-fluoro-thiophenol), C(C)OC(C(C)(C)SC1=CN=C(S1)N)=O (2-(2-amino-thiazol-5-ylsulfanyl)-2-methyl-propionic acid ethyl ester). Product: FC=1C=C(C=CC1)SCCCN(C(NC=1SC(=CN1)SC(C(=O)O)(C)C)=O)[C@@H]1CC[C@H](CC1)C (2-{2-[3-[3-(3-Fluoro-phenylsulfanyl)-propyl]-3-(trans-4-methyl-cyclohexyl)-ureido]-thiazol-5-ylsulfanyl}-2-methyl-propionic acid). Reaction SMILES: CO[C:3]1[CH:8]=[CH:7][CH:6]=[CH:5][C:4]=1[S:9][CH2:10][CH2:11][CH2:12][N:13]([C@H:29]1[CH2:34][CH2:33][C@H:32]([CH3:35])[CH2:31][CH2:30]1)[C:14](=[O:28])[NH:15][C:16]1[S:17][C:18]([S:21][C:22]([CH3:27])([CH3:26])[C:23]([OH:25])=[O:24])=[CH:19][N:20]=1.[F:36]C1C=C(S)C=CC=1.C(OC(=O)C(SC1SC(N)=NC=1)(C)C)C>>[F:36][C:8]1[CH:3]=[C:4]([S:9][CH2:10][CH2:11][CH2:12][N:13]([C@H:29]2[CH2:34][CH2:33][C@H:32]([CH3:35])[CH2:31][CH2:30]2)[C:14](=[O:28])[NH:15][C:16]2[S:17][C:18]([S:21][C:22]([CH3:27])([CH3:26])[C:23]([OH:25])=[O:24])=[CH:19][N:20]=2)[CH:5]=[CH:6][CH:7]=1. Procedure: The compound was prepared following an analogous procedure to the one described for the synthesis 2-{2-[3-[3-(2-methoxy-phenylsulfanyl)-propyl]-3-(trans-4-methyl-cyclohexyl)-ureido]-thiazol-5-ylsulfanyl}-2-methyl-propionic acid using 3-fluoro-thiophenol and 2-(2-amino-thiazol-5-ylsulfanyl)-2-methyl-propionic acid ethyl ester. Starting materials: ClC=1C=CC(=C(C(=O)C2=CC=CC=C2)C1)N1C=NC=C1C (5-chloro-2-(5-methylimidazol-1-yl)benzophenone), C=O (paraformaldehyde). Solvent: C=1(C(=CC=CC1)C)C (xylene). Yields the product ClC=1C=CC(=C(C(=O)C2=CC=CC=C2)C1)N1C(=NC=C1C)CO (5-chloro-2-[5-methyl-2-(hydroxymethyl)imidazol-1-yl]benzophenone). Reaction SMILES: [Cl:1][C:2]1[CH:3]=[CH:4][C:5]([N:16]2[C:20]([CH3:21])=[CH:19][N:18]=[CH:17]2)=[C:6]([CH:15]=1)[C:7]([C:9]1[CH:14]=[CH:13][CH:12]=[CH:11][CH:10]=1)=[O:8].[CH2:22]=[O:23]>C1(C)C(C)=CC=CC=1>[Cl:1][C:2]1[CH:3]=[CH:4][C:5]([N:16]2[C:20]([CH3:21])=[CH:19][N:18]=[C:17]2[CH2:22][OH:23])=[C:6]([CH:15]=1)[C:7]([C:9]1[CH:10]=[CH:11][CH:12]=[CH:13][CH:14]=1)=[O:8]. Procedure: In the manner given in Example 1, 2.96 g. of 5-chloro-2-(5-methylimidazol-1-yl)benzophenone is heated in a bomb with paraformaldehyde in xylene to 140° C. to give 5-chloro-2-[5-methyl-2-(hydroxymethyl)imidazol-1-yl]benzophenone. Starting materials: COc1cc(N)c(Cl)cc1C(=O)CC(O)c1ccncc1, [NH4+], [OH-], O=S(=O)(O)O. Product: COc1cc(N)c(Cl)cc1C(=O)C=Cc1ccncc1. As a reaction SMILES: [NH2:1][c:2]1[cH:3][c:4]([O:20][CH3:21])[c:5]([C:9]([CH2:10][CH:11]([c:12]2[cH:13][cH:14][n:15][cH:16][cH:17]2)[OH:18])=[O:19])[cH:6][c:7]1[Cl:8].[NH4+:22].[OH-:23].[S:24](=[O:25])(=[O:26])([OH:27])[OH:28]>>[NH2:1][c:2]1[cH:3][c:4]([O:20][CH3:21])[c:5]([C:9]([CH:10]=[CH:11][c:12]2[cH:13][cH:14][n:15][cH:16][cH:17]2)=[O:19])[cH:6][c:7]1[Cl:8]. Starting materials: ClC1=C(C=C(C=C1)[N+](=O)[O-])C(F)(F)F (2-chloro-5-nitro-benzotrifluoride), [OH-].[Na+] (sodium hydroxide), CO (methanol), O (water). The reagents and catalysts are [Cl-].C(C)[N+](CC)(CC)CC (tetraethylammonium chloride). Run at temperature 30 celsius, time 5 hour. Yields the product COC1=C(C=C(C=C1)[N+](=O)[O-])C(F)(F)F (2-methoxy-5-nitro-benzotrifluoride). Yield: 60.7%. As a reaction SMILES: [OH-:1].[Na+].Cl[C:4]1[CH:9]=[CH:8][C:7]([N+:10]([O-:12])=[O:11])=[CH:6][C:5]=1[C:13]([F:16])([F:15])[F:14].O.[CH3:18]O>[Cl-].C([N+](CC)(CC)CC)C>[CH3:18][O:1][C:4]1[CH:9]=[CH:8][C:7]([N+:10]([O-:12])=[O:11])=[CH:6][C:5]=1[C:13]([F:16])([F:15])[F:14] |f:0.1,5.6|. Procedure: 45 g of sodium hydroxide and 10 g of tetraethylammonium chloride in 200 g of methanol are initially introduced, 112.5 g of 2-chloro-5-nitro-benzotrifluoride are added dropwise at 25° to 30° C. and the mixture is then stirred at 30° C. for a further 5 hours. The mixture is then poured into 250 ml of water and extracted with methylene chloride. After evaporating off the solvent, the compound is recrystallised from isopropanol. 67 g of 2-methoxy-5-nitro-benzotrifluoride with a melting point of 70° ... Starting materials: CC1=C(N=C(O1)C1=CC=CC=C1)CCOC1=CC=C(C=C2C(NC(S2)=O)=O)C=C1 (5-{4-[2-(5-methyl-2-phenyl-4-oxazolyl)ethoxy]benzylidene}-2,4-thiazolidinedione), C(C)(=O)O (acetic acid), CO (Methanol). The reagents and catalysts are [Pd] (Pd-C). The solvent is C(Cl)(Cl)Cl (chloroform). Run at temperature 60 celsius, time 3 hour. Product: CC1=C(N=C(O1)C1=CC=CC=C1)CCOC1=CC=C(CC2C(NC(S2)=O)=O)C=C1 (5-{4-[2-(5-methyl-2-phenyl-4-oxazolyl)ethoxy]benzyl}-2,4-thiazolidinedione). As a reaction SMILES: [CH3:1][C:2]1[O:6][C:5]([C:7]2[CH:12]=[CH:11][CH:10]=[CH:9][CH:8]=2)=[N:4][C:3]=1[CH2:13][CH2:14][O:15][C:16]1[CH:29]=[CH:28][C:19]([CH:20]=[C:21]2[S:25][C:24](=[O:26])[NH:23][C:22]2=[O:27])=[CH:18][CH:17]=1.C(O)(=O)C.CO>[Pd].C(Cl)(Cl)Cl>[CH3:1][C:2]1[O:6][C:5]([C:7]2[CH:12]=[CH:11][CH:10]=[CH:9][CH:8]=2)=[N:4][C:3]=1[CH2:13][CH2:14][O:15][C:16]1[CH:29]=[CH:28][C:19]([CH2:20][CH:21]2[S:25][C:24](=[O:26])[NH:23][C:22]2=[O:27])=[CH:18][CH:17]=1. Procedure details: A stirred mixture of 5-{4-[2-(5-methyl-2-phenyl-4-oxazolyl)ethoxy]benzylidene}-2,4-thiazolidinedione (500 mg), 10% Pd-C (50% wet, 1.0 g) and acetic acid (50 ml) was hydrogenated at 70° C. and at atmospheric pressure for 3 hours. Methanol (20 ml) and chloroform (20 ml) were added to the mixture and the whole was heated at 60° C. for 5 minutes. The mixture was filtered hot and the filtrate was concentrated in vacuo. A solution of the residue in ethyl acetate was successively washed with saturated ...